Dataset: the Open Reaction Database (ORD), a public repository of structured organic reaction records. Task: describe an organic reaction: reactants, conditions, products, and yield Reactants: [I-].C[S+](=O)(C)C (trimethylsulphoxonium iodide), COC1=C(C2=CC=CC=C2C=C1)C=CC#N (3-(2-Methoxy-1-naphthyl)-2-propenenitrile), [H-].[Na+] (NaH). Solvent: CS(=O)C (DMSO), CS(=O)C (DMSO). Product: COC1=C(C2=CC=CC=C2C=C1)[C@H]1[C@@H](C1)C#N (Trans-2-(2-methoxy-1-naphthyl)-1-cyclopropanecarbonitrile). As a reaction SMILES: [CH3:1][O:2][C:3]1[CH:12]=[CH:11][C:10]2[C:5](=[CH:6][CH:7]=[CH:8][CH:9]=2)[C:4]=1[CH:13]=[CH:14][C:15]#[N:16].[I-].[CH3:18][S+](C)(C)=O.[H-].[Na+]>CS(C)=O>[CH3:1][O:2][C:3]1[CH:12]=[CH:11][C:10]2[C:5](=[CH:6][CH:7]=[CH:8][CH:9]=2)[C:4]=1[C@@H:13]1[CH2:18][C@H:14]1[C:15]#[N:16] |f:1.2,3.4|. Reported procedure: 5 g (23.9 mmol) of the compound obtained in Step A dissolved in 50 ml of DMSO are added dropwise to the ylid formed starting from 7.9 g (1.5 eq) of trimethylsulphoxonium iodide and 1.15 g (1.2 eq) of NaH (60% suspension in oil) in 20 ml of DMSO. The title compound is obtained in the form of an oil and is purified by chromatography over silica gel (eluant: CH2Cl2/i-PrOH 98/2). Reactants: [N+](=[N-])=CC(=O)OCC (ethyl diazoacetate), O (water), ClC1=C(OC2=CC=C3CCC(C3=C2)O)C(=CC(=C1)C(F)(F)F)F ((RS)-6-(2-chloro-6-fluoro-4-trifluoromethylphenoxy)indan-1-ol). The reagents and catalysts are CC(=O)O.CC(=O)O.CC(=O)O.CC(=O)O.[Rh].[Rh] (Rhodium (II) acetate dimer). Solvent: C1(=CC=CC=C1)C (toluene), C1(=CC=CC=C1)C (toluene). Reaction conditions: time 8 hour. The product is compound 3, ClC1=C(OC2=CC=C3CCC(C3=C2)OCC(=O)OCC)C(=CC(=C1)C(F)(F)F)F (ethyl (RS)-6-(2-chloro-6-fluoro-4-trifluoromethylphenoxy)indan-1-yloxyacetate). As a reaction SMILES: [Cl:1][C:2]1[CH:18]=[C:17]([C:19]([F:22])([F:21])[F:20])[CH:16]=[C:15]([F:23])[C:3]=1[O:4][C:5]1[CH:13]=[C:12]2[C:8]([CH2:9][CH2:10][CH:11]2[OH:14])=[CH:7][CH:6]=1.[N+](=[CH:26][C:27]([O:29][CH2:30][CH3:31])=[O:28])=[N-].O>C1(C)C=CC=CC=1.CC(O)=O.CC(O)=O.CC(O)=O.CC(O)=O.[Rh].[Rh]>[Cl:1][C:2]1[CH:18]=[C:17]([C:19]([F:22])([F:21])[F:20])[CH:16]=[C:15]([F:23])[C:3]=1[O:4][C:5]1[CH:13]=[C:12]2[C:8]([CH2:9][CH2:10][CH:11]2[O:14][CH2:26][C:27]([O:29][CH2:30][CH3:31])=[O:28])=[CH:7][CH:6]=1 |f:4.5.6.7.8.9|. Procedure: Rhodium (II) acetate dimer (approximately 10mg) was suspended in a solution of the indanol (Example 3, step B, 0.5g) in dry toluene (10 cm3). A solution of ethyl diazoacetate (0.18g) in a small volume of dry toluene was slowly added dropwise to the reaction mixture. Effervescence was observed, the solid dissolved and the solution turned a blue green colour. The mixture was allowed to stand at room temperature overnight then poured into water. The aqueous mixture was extracted with diethyl ether,... The reactants are CC(=O)O[BH-](OC(C)=O)OC(C)=O, CC(C)(C)OC(=O)N1CC2CC2C1C=O, ClC(Cl)Cl, NCc1ccccc1, [Na+], [Na+], O=C([O-])O. Product: CC(C)(C)OC(=O)N1CC2CC2C1CNCc1ccccc1. As a reaction SMILES: [C:24]([O:25][BH-:26]([O:27][C:28](=[O:29])[CH3:30])[O:31][C:32](=[O:33])[CH3:34])(=[O:35])[CH3:36].[C:9]([CH3:10])([CH3:11])([CH3:12])[O:13][C:14](=[O:15])[N:16]1[CH:17]([CH:22]=[O:23])[CH:18]2[CH2:19][CH:20]2[CH2:21]1.[CH:43]([Cl:44])([Cl:45])[Cl:46].[NH2:1][CH2:2][c:3]1[cH:4][cH:5][cH:6][cH:7][cH:8]1.[Na+:37].[Na+:42].[O-:38][C:39]([OH:40])=[O:41]>>[NH:1]([CH2:2][c:3]1[cH:4][cH:5][cH:6][cH:7][cH:8]1)[CH2:22][CH:17]1[N:16]([C:14]([O:13][C:9]([CH3:10])([CH3:11])[CH3:12])=[O:15])[CH2:21][CH:20]2[CH:18]1[CH2:19]2. Reactants: CCOC(C)OC(C#N)C(OC)c1ccc(N2CCOCC2)cc1, CO, Cl, NO, [Na+], O=C([O-])O. The product is CCOC(C)OC(C(N)=NO)C(OC)c1ccc(N2CCOCC2)cc1. Reaction SMILES: [CH2:1]([CH3:2])[O:3][CH:4]([CH3:5])[O:6][CH:7]([C:8]#[N:9])[CH:10]([c:11]1[cH:12][cH:13][c:14]([N:17]2[CH2:18][CH2:19][O:20][CH2:21][CH2:22]2)[cH:15][cH:16]1)[O:23][CH3:24].[CH3:33][OH:34].[ClH:27].[NH2:25][OH:26].[Na+:32].[O-:28][C:29]([OH:30])=[O:31]>>[CH2:1]([CH3:2])[O:3][CH:4]([CH3:5])[O:6][CH:7]([C:8]([NH2:9])=[N:25][OH:26])[CH:10]([c:11]1[cH:12][cH:13][c:14]([N:17]2[CH2:18][CH2:19][O:20][CH2:21][CH2:22]2)[cH:15][cH:16]1)[O:23][CH3:24]. The reactants are [H-].[Na+] (NaH), IC (iodomethane), [H-].[Na+] (NaH), C(C)(C)(C)OC(NC=1C=NC=CC1N1C(CCCC1)C)=O ((2-Methyl-3,4,5,6-tetrahydro-2H[1,4′]bipyridinyl-3′-yl)-carbamic acid tert-butyl ester), IC (iodomethane), [NH4+].[Cl-] (NH4Cl). Solvent: C1CCOC1 (THF). Reaction conditions: time 1 hour. Product: C(C)(C)(C)OC(N(C=1C=NC=CC1N1C(CCCC1)C)C)=O (Methyl-(2-methyl-3,4,5,6-tetrahydro-2H-[1,4′]bipyridinyl-3′-yl)-carbamic acid tert-butyl ester). Isolated yield 59.0%. As a reaction SMILES: [C:1]([O:5][C:6](=[O:21])[NH:7][C:8]1[CH:9]=[N:10][CH:11]=[CH:12][C:13]=1[N:14]1[CH2:19][CH2:18][CH2:17][CH2:16][CH:15]1[CH3:20])([CH3:4])([CH3:3])[CH3:2].[H-].[Na+].I[CH3:25].[NH4+].[Cl-]>C1COCC1>[C:1]([O:5][C:6](=[O:21])[N:7]([CH3:25])[C:8]1[CH:9]=[N:10][CH:11]=[CH:12][C:13]=1[N:14]1[CH2:19][CH2:18][CH2:17][CH2:16][CH:15]1[CH3:20])([CH3:4])([CH3:2])[CH3:3] |f:1.2,4.5|. Procedure details: (2-Methyl-3,4,5,6-tetrahydro-2H[1,4′]bipyridinyl-3′-yl)-carbamic acid tert-butyl ester was dissolved in THF (5 mL) and stirred under argon. NaH (24 mg, 0.98 mmol) was added and after 10 min, iodomethane (61 μL, 0.98 mmol) was added. After stirring for 3 hours, NaH (12 mg, 0.49 mmol) and iodomethane (30 μL, 0.49 mmol) were added again. After 1 h, the reaction mixture was poured into saturated, aqueous NH4Cl solution and extracted three times with EtOAc. The combined organic phases were dried over... The reactants are CC(=O)OC(C)=O, CN(C)c1ccncc1, Nc1nc(O)c2cc(I)cnc2n1. The product is CC(=O)Nc1nc(O)c2cc(I)cnc2n1. As a reaction SMILES: [CH3:14][C:15](=[O:16])[O:17][C:18](=[O:19])[CH3:20].[CH3:21][N:22]([CH3:23])[c:24]1[cH:25][cH:26][n:27][cH:28][cH:29]1.[NH2:1][c:2]1[n:3][c:4]([OH:13])[c:5]2[c:6]([n:7]1)[n:8][cH:9][c:10]([I:12])[cH:11]2>>[NH:1]([c:2]1[n:3][c:4]([OH:13])[c:5]2[c:6]([n:7]1)[n:8][cH:9][c:10]([I:12])[cH:11]2)[C:15]([CH3:14])=[O:16]. Starting materials: CC(C)(C)OC(=O)NCCSCc1csc(Br)n1, C[O-], CN(C)C=O, [Na+]. The product is COc1nc(CSCCNC(=O)OC(C)(C)C)cs1. Reaction SMILES: [Br:1][c:2]1[s:3][cH:4][c:5]([CH2:7][S:8][CH2:9][CH2:10][NH:11][C:12](=[O:13])[O:14][C:15]([CH3:16])([CH3:17])[CH3:18])[n:6]1.[CH3:19][O-:20].[CH3:22][N:23]([CH3:24])[CH:25]=[O:26].[Na+:21]>>[c:2]1([O:20][CH3:19])[s:3][cH:4][c:5]([CH2:7][S:8][CH2:9][CH2:10][NH:11][C:12](=[O:13])[O:14][C:15]([CH3:16])([CH3:17])[CH3:18])[n:6]1.